The task is: describe an organic reaction: reactants, conditions, products, and yield. This data is from the Open Reaction Database (ORD), a public repository of structured organic reaction records. The reactants are ClCCl, O=[Mn]=O, CCOC(=O)c1cc2occ(CO)c2[nH]1. Product: CCOC(=O)c1cc2occ(C=O)c2[nH]1. RXN SMILES: [Cl:16][CH2:17][Cl:18].[O:19]=[Mn:20]=[O:21].[OH:1][CH2:2][c:3]1[cH:4][o:5][c:6]2[c:7]1[nH:8][c:9]([C:11](=[O:12])[O:13][CH2:14][CH3:15])[cH:10]2>>[O:1]=[CH:2][c:3]1[cH:4][o:5][c:6]2[c:7]1[nH:8][c:9]([C:11](=[O:12])[O:13][CH2:14][CH3:15])[cH:10]2. The reactants are CC1=CN=C(N1C(C1=CC=CC=C1)(C1=CC=CC=C1)C1=CC=CC=C1)C(C)(O)C1=CC=CC2=CC=CC=C12 (1-(5-Methyl-1-trityl-1H-imidazolyl)-1-(naphthalen-1-yl)ethanol), CC=1N=CN(C1C(C)(O)C1=CC=CC2=CC=CC=C12)C(C1=CC=CC=C1)(C1=CC=CC=C1)C1=CC=CC=C1 (1-(4-methyl-1-trityl-1H-imidazol-5-yl)-1-(naphthalen-1-yl)ethanol), CC=1N=CN(C1C(=O)C1=CC=CC2=CC=CC=C12)C(C1=CC=CC=C1)(C1=CC=CC=C1)C1=CC=CC=C1 ((4-methyl-1-trityl-1H-imidazol-5-yl)(naphthalen-1-yl)methanone), C[Mg]Br (methyl magnesium bromide). The solvent is ClCCl (dichloromethane). Product: CC1=C(N=CN1C(C1=CC=CC=C1)(C1=CC=CC=C1)C1=CC=CC=C1)C(C)(O)C1=CC=CC2=CC=CC=C12 (1-(5-methyl-1-trityl-1H-imidazol-4-yl)-1-(naphthalen-1-yl)ethanol), CC=1N=CN(C1C(C)(O)C1=CC=CC2=CC=CC=C12)C(C1=CC=CC=C1)(C1=CC=CC=C1)C1=CC=CC=C1 (1-(4-methyl-1-trityl-1H-imidazol-5-yl)-1-(naphthalen-1-yl)ethanol). Yield: 88.0%. RXN SMILES: [CH3:1][C:2]1[N:6]([C:7]([C:20]2[CH:25]=[CH:24][CH:23]=[CH:22][CH:21]=2)([C:14]2[CH:19]=[CH:18][CH:17]=[CH:16][CH:15]=2)[C:8]2[CH:13]=[CH:12][CH:11]=[CH:10][CH:9]=2)[C:5](C(C2C3C(=CC=CC=3)C=CC=2)(O)C)=[N:4][CH:3]=1.[CH3:39][C:40]1[N:41]=[CH:42][N:43]([C:58]([C:71]2[CH:76]=[CH:75][CH:74]=[CH:73][CH:72]=2)([C:65]2[CH:70]=[CH:69][CH:68]=[CH:67][CH:66]=2)[C:59]2[CH:64]=[CH:63][CH:62]=[CH:61][CH:60]=2)[C:44]=1[C:45]([C:48]1[C:57]2[C:52](=[CH:53][CH:54]=[CH:55][CH:56]=2)[CH:51]=[CH:50][CH:49]=1)([OH:47])[CH3:46].CC1N=CN(C(C2C=CC=CC=2)(C2C=CC=CC=2)C2C=CC=CC=2)C=1C(C1C2C(=CC=CC=2)C=CC=1)=O.C[Mg]Br>ClCCl>[CH3:1][C:2]1[N:6]([C:7]([C:8]2[CH:9]=[CH:10][CH:11]=[CH:12][CH:13]=2)([C:14]2[CH:15]=[CH:16][CH:17]=[CH:18][CH:19]=2)[C:20]2[CH:21]=[CH:22][CH:23]=[CH:24][CH:25]=2)[CH:5]=[N:4][C:3]=1[C:45]([C:48]1[C:57]2[C:52](=[CH:53][CH:54]=[CH:55][CH:56]=2)[CH:51]=[CH:50][CH:49]=1)([OH:47])[CH3:44].[CH3:39][C:40]1[N:41]=[CH:42][N:43]([C:58]([C:71]2[CH:76]=[CH:75][CH:74]=[CH:73][CH:72]=2)([C:65]2[CH:66]=[CH:67][CH:68]=[CH:69][CH:70]=2)[C:59]2[CH:60]=[CH:61][CH:62]=[CH:63][CH:64]=2)[C:44]=1[C:45]([C:48]1[C:57]2[C:52](=[CH:53][CH:54]=[CH:55][CH:56]=2)[CH:51]=[CH:50][CH:49]=1)([OH:47])[CH3:46]. Procedure details: 1-(5-Methyl-1-trityl-1H-imidazolyl)-1-(naphthalen-1-yl)ethanol and 1-(4-methyl-1-trityl-1H-imidazol-5-yl)-1-(naphthalen-1-yl)ethanol (12): A solution of (11) (1.33 g, 2.78 mmol) in dichloromethane (50 mL) at 0° C. was added methyl magnesium bromide (3.0 M in diethyl ether, 1.85 mL, 5.50 mmol) drop wise. The reaction mixture was warmed to room temperature over night. The mixture was quenched with ammonium chloride (aq). The resulting aqueous layer was extracted with chloroform three times (200 mL... The reactants are C([C@@H](O)C)(=O)OCC ((S)-ethyl lactate), N1CCOCC1 (morpholine). Reaction conditions: temperature 80 celsius. Isolated yield 68.7%. Procedure: A mixture of (S)-ethyl lactate (75 g) and morpholine (164 g) was heated at 80° C. for 64 hours. The reaction solution was concentrated and the residue was subjected to silica gel chromatography (eluent: hexane/ethyl acetate=4/1 to ethyl acetate) to give 4-[(S)-2-hydroxypropionyl]-morpholine (69.4 g) as a pale yellow oily substance. p-Toluenesulfonic acid monohydrate (0.82 g) was added to a solution of 4-[(S)-2-hydroxypropionyl]morpholine (69.4 g) in dichloromethane (300 ml), to which 3,4-dihydro... Product: O[C@H](C(=O)N1CCOCC1)C (4-[(S)-2-hydroxypropionyl]-morpholine). Reaction SMILES: [C:1](OCC)(=[O:5])[C@H:2]([CH3:4])[OH:3].[NH:9]1[CH2:14][CH2:13][O:12][CH2:11][CH2:10]1>>[OH:3][C@@H:2]([CH3:4])[C:1]([N:9]1[CH2:14][CH2:13][O:12][CH2:11][CH2:10]1)=[O:5]. The reactants are ClC1=C(C=C(C=CC(=O)O)C=C1)[N+](=O)[O-] (4-chloro-3-nitrocinnamic acid), C(=O)([O-])[O-].[K+].[K+] (K2CO3), Cl (HCl), C(C)(C)C1=C(C=CC=C1)S (2-isopropylbenzenethiol). Run in CN(C)C=O (DMF), O (Water), CN(C)C=O (DMF). Conditions: temperature 70 celsius. Yields the product C(C)(C)C1=C(C=CC=C1)SC1=C(C=C(C=C1)\C=C\C(=O)O)[N+](=O)[O-] ((2-Isopropylphenyl)[2-nitro-4-(E-(carboxy)ethenyl)phenyl]sulfide). RXN SMILES: Cl[C:2]1[CH:12]=[CH:11][C:5]([CH:6]=[CH:7][C:8]([OH:10])=[O:9])=[CH:4][C:3]=1[N+:13]([O-:15])=[O:14].C([O-])([O-])=O.[K+].[K+].[CH:22]([C:25]1[CH:30]=[CH:29][CH:28]=[CH:27][C:26]=1[SH:31])([CH3:24])[CH3:23].Cl>CN(C=O)C.O>[CH:22]([C:25]1[CH:30]=[CH:29][CH:28]=[CH:27][C:26]=1[S:31][C:2]1[CH:12]=[CH:11][C:5](/[CH:6]=[CH:7]/[C:8]([OH:10])=[O:9])=[CH:4][C:3]=1[N+:13]([O-:15])=[O:14])([CH3:24])[CH3:23] |f:1.2.3|. Procedure: To a stirred mixture of 4-chloro-3-nitrocinnamic acid (500 mg, 2.2 mmol) in 5 mL of anhydrous DMF with K2CO3 (911 mg, 6.6 mmol) was added 2-isopropylbenzenethiol (372 mL, 2.2 mmol) in 1 mL of DMF dropwise. The resulting mixture was then heated at 70° C. under nitrogen atmosphere over night. Water (25 mL) was then added and the reaction mixture was acidified to pH=4 with 3N HCl. The cloudy mixture was extracted with EtOAc (2×20 mL). The combined organic layer was washed with brine, dried over Na2...